This data is from the Open Reaction Database (ORD), a public repository of structured organic reaction records. The task is: describe an organic reaction: reactants, conditions, products, and yield Reactants: C([O-])([O-])=O.[K+].[K+] (potassium carbonate), C(C)OC(OCC)P(OCC)=O (ethyl diethoxymethylphosphinate), solution, C1(CCCCC1)[Mg]Cl (cyclohexylmagnesium chloride). The solvent is O (water), C(C)OCC (diethyl ether). Yields the product C1(CCCCC1)P(C(OCC)OCC)=O (cyclohexyl(diethoxymethyl)phosphine oxide). RXN SMILES: [CH2:1]([O:3][CH:4]([PH:8](=[O:12])OCC)[O:5][CH2:6][CH3:7])[CH3:2].[CH:13]1([Mg]Cl)[CH2:18][CH2:17][CH2:16][CH2:15][CH2:14]1.C(=O)([O-])[O-].[K+].[K+]>C(OCC)C.O>[CH:13]1([PH:8](=[O:12])[CH:4]([O:3][CH2:1][CH3:2])[O:5][CH2:6][CH3:7])[CH2:18][CH2:17][CH2:16][CH2:15][CH2:14]1 |f:2.3.4|. Procedure details: Following a procedure analogous to that of Example 1, but using 9.81 g of ethyl diethoxymethylphosphinate and 50 ml of a 2 molar solution of cyclohexylmagnesium chloride in diethyl ether and adding 20.7 g of potassium carbonate in 25 ml of water to precipitate inorganic salts, cyclohexyl(diethoxymethyl)phosphine oxide is obtained as colourless oil. The reactants are CCOC(C)=O, O=C[O-], COc1c(-c2ccc(C(=O)O)o2)cc(C)cc1[N+](=O)[O-], [NH4+]. The product is COc1c(N)cc(C)cc1-c1ccc(C(=O)O)o1. Reaction SMILES: [CH3:25][CH2:26][O:27][C:28](=[O:29])[CH3:30].[CH:21]([O-:22])=[O:23].[N+:1]([O-:2])(=[O:3])[c:4]1[c:5]([O:19][CH3:20])[c:6](-[c:11]2[cH:12][cH:13][c:14]([C:16](=[O:17])[OH:18])[o:15]2)[cH:7][c:8]([CH3:10])[cH:9]1.[NH4+:24]>>[NH2:1][c:4]1[c:5]([O:19][CH3:20])[c:6](-[c:11]2[cH:12][cH:13][c:14]([C:16](=[O:17])[OH:18])[o:15]2)[cH:7][c:8]([CH3:10])[cH:9]1. The reactants are S(O)(O)(=O)=O (sulfuric acid), Ice water, [OH-].[Na+] (sodium hydroxide), ClC1=CC=C2C=CC=C(C2=C1)O (7-chloro-1-naphthol), N(=O)[O-].[Na+] (sodium nitrite). Solvent: O (water). Product: ClC1=CC=C2C=CC(=C(C2=C1)O)N=O (7-chloro-2-nitroso-1-naphthol). Reaction SMILES: [OH-].[Na+].[Cl:3][C:4]1[CH:13]=[C:12]2[C:7]([CH:8]=[CH:9][CH:10]=[C:11]2[OH:14])=[CH:6][CH:5]=1.[N:15]([O-])=[O:16].[Na+].S(=O)(=O)(O)O>O>[Cl:3][C:4]1[CH:13]=[C:12]2[C:7]([CH:8]=[CH:9][C:10]([N:15]=[O:16])=[C:11]2[OH:14])=[CH:6][CH:5]=1 |f:0.1,3.4|. Reported procedure: To a solution of sodium hydroxide, 22.4 g in 1.0 liter of water, is added 100 g (0.56 mole) of the chloronaphthol (V). The mixture is stirred with slight heating until solution is complete. The solution is then cooled to -5° to 0° and treated with sodium nitrite, 40.0 g, (0.6 mole) followed by the addition of concentrated sulfuric acid (176 ml) over a 90-minute period. Ice-water (600 ml) is added periodically to prevent clumping of the solid which forms. When addition of the acid is complete, th... The reactants are [BH4-], COc1ccc(-c2n[nH]c3c2C(=O)c2ccccc2-3)cc1OC, CCO, [Na+]. Yields the product COc1ccc(-c2n[nH]c3c2C(O)c2ccccc2-3)cc1OC. Reaction SMILES: [BH4-:24].[CH3:1][O:2][c:3]1[cH:4][c:5](-[c:11]2[c:12]3[c:13]([nH:14][n:15]2)-[c:16]2[cH:17][cH:18][cH:19][cH:20][c:21]2[C:22]3=[O:23])[cH:6][cH:7][c:8]1[O:9][CH3:10].[CH3:26][CH2:27][OH:28].[Na+:25]>>[CH3:1][O:2][c:3]1[cH:4][c:5](-[c:11]2[c:12]3[c:13]([nH:14][n:15]2)-[c:16]2[cH:17][cH:18][cH:19][cH:20][c:21]2[CH:22]3[OH:23])[cH:6][cH:7][c:8]1[O:9][CH3:10]. Starting materials: NC1=C2N=C(N(C2=NC(=N1)OCCOC)CC1=CC=CC=C1)Br (6-Amino-9-benzyl-8-bromo-2-(2-methoxyethoxyl)purine), CO (methanol). Run in C[O-].[Na+].CO (sodium methoxide methanol). Reaction conditions: time 10 hour. The product is NC1=C2N=C(N(C2=NC(=N1)OCCO)CC1=CC=CC=C1)OC (6-Amino-9-benzyl-2-(2-hydroxyethoxyl)-8-methoxypurine). The yield is 69.0%. Reaction SMILES: [NH2:1][C:2]1[N:10]=[C:9]([O:11][CH2:12][CH2:13][O:14]C)[N:8]=[C:7]2[C:3]=1[N:4]=[C:5](Br)[N:6]2[CH2:16][C:17]1[CH:22]=[CH:21][CH:20]=[CH:19][CH:18]=1.[CH3:24][OH:25]>C[O-].[Na+].CO>[NH2:1][C:2]1[N:10]=[C:9]([O:11][CH2:12][CH2:13][OH:14])[N:8]=[C:7]2[C:3]=1[N:4]=[C:5]([O:25][CH3:24])[N:6]2[CH2:16][C:17]1[CH:22]=[CH:21][CH:20]=[CH:19][CH:18]=1 |f:2.3.4|. Reported procedure: 6-Amino-9-benzyl-8-bromo-2-(2-methoxyethoxyl)purine (130 mg, 0.36 mmol) in methanol (50 ml) was dissolved in 28% sodium methoxide/methanol (3 ml) and the solution was refluxed on heating under stirring for 10 hours. The reaction mixture was concentrated in vacuo to dryness, and to the residue was added saturated brine. The mixture was extracted with chloroform and the organic layer was dried on sodium sulfate, followed by removal of the solvent. The residue was purified with silica gel chromatog... As a reaction SMILES: [Cl:1][c:2]1[c:3]([CH:10]([CH3:11])[c:12]2[cH:13][nH:14][c:15]3[n:16][cH:17][c:18]([C:21]4=[CH:26][CH2:25][CH2:24][NH:23][CH2:22]4)[cH:19][c:20]23)[c:4]([Cl:9])[cH:5][cH:6][c:7]1[F:8].[Cl:34][CH2:35][Cl:36].[Si:27]([CH3:28])([CH3:29])([CH3:30])[N:31]=[C:32]=[O:33]>>[Cl:1][c:2]1[c:3]([CH:10]([CH3:11])[c:12]2[cH:13][nH:14][c:15]3[n:16][cH:17][c:18]([C:21]4=[CH:26][CH2:25][CH2:24][N:23]([C:32]([NH2:31])=[O:33])[CH2:22]4)[cH:19][c:20]23)[c:4]([Cl:9])[cH:5][cH:6][c:7]1[F:8]. The reactants are CC(c1c(Cl)ccc(F)c1Cl)c1c[nH]c2ncc(C3=CCCNC3)cc12, ClCCl, C[Si](C)(C)N=C=O. Product: CC(c1c(Cl)ccc(F)c1Cl)c1c[nH]c2ncc(C3=CCCN(C(N)=O)C3)cc12. Reactants: N1(CCCC1)CC1NCCCC1 (2-(pyrrolidin-1-ylmethyl)piperidine), C1(C=CC2=CC=CC=C12)C(=O)Cl (indene-1-carbonyl chloride). Solvent: C(C)N(CC)CC (triethylamine). Product: C1(C=CC2=CC=CC=C12)C(=O)N1C(CCCC1)CN1CCCC1 (1-(indene-1-carbonyl)-2-(pyrrolidin-1-ylmethyl)piperidine). The yield is 32.2%. Reaction SMILES: [N:1]1([CH2:6][CH:7]2[CH2:12][CH2:11][CH2:10][CH2:9][NH:8]2)[CH2:5][CH2:4][CH2:3][CH2:2]1.[CH:13]1([C:22](Cl)=[O:23])[C:21]2[C:16](=[CH:17][CH:18]=[CH:19][CH:20]=2)[CH:15]=[CH:14]1>C(N(CC)CC)C>[CH:13]1([C:22]([N:8]2[CH2:9][CH2:10][CH2:11][CH2:12][CH:7]2[CH2:6][N:1]2[CH2:5][CH2:4][CH2:3][CH2:2]2)=[O:23])[C:21]2[C:16](=[CH:17][CH:18]=[CH:19][CH:20]=2)[CH:15]=[CH:14]1. Procedure details: From 2.36 g of 2-(pyrrolidin-1-ylmethyl)piperidine. 2.5 g of indene-1-carbonyl chloride and 4.88 ml of triethylamine. 1.4 g of 1-(indene-1-carbonyl)-2-(pyrrolidin-1-ylmethyl)piperidine was obtained using a procedure similar to that in Example 2. In a mixed solvent to methanol, water and ethanol (2:1:1), this compound was catalytically reduced with 10% palladium on carbon. After completion of the reduction, the catalyst was filtered off. After evaporation of the solvent, the residue was treated w...